Dataset: the Open Reaction Database (ORD), a public repository of structured organic reaction records. Task: describe an organic reaction: reactants, conditions, products, and yield The reactants are ice water, COC1=CC(=CC=2N(C(C=3CCCNC3C21)=O)COC)CNN2CCOCC2 (10-Methoxy-6-(methoxymethyl)-8-[(morpholinoamino)methyl]-1,2,3,4-tetrahydrobenzo[h][1,6]naphthyridine-5(6H)-one), C([O-])([O-])=O.[K+].[K+] (potassium carbonate), IC (iodo methane). Solvent: C(C)#N (acetonitrile). Conditions: time 18 hour. Yields the product COC1=CC(=CC=2N(C(C=3CCCNC3C21)=O)COC)CN(N2CCOCC2)C (10-Methoxy-6-(methoxymethyl)-8-{[methyl(morpholino)amino]methyl}-1,2,3,4-tetrahydrobenzo[h][1,6]naphthyridine-5(6H)-one). Isolated yield 7.5%. Reaction SMILES: [CH3:1][O:2][C:3]1[C:16]2[C:15]3[NH:14][CH2:13][CH2:12][CH2:11][C:10]=3[C:9](=[O:17])[N:8]([CH2:18][O:19][CH3:20])[C:7]=2[CH:6]=[C:5]([CH2:21][NH:22][N:23]2[CH2:28][CH2:27][O:26][CH2:25][CH2:24]2)[CH:4]=1.[C:29](=O)([O-])[O-].[K+].[K+].IC>C(#N)C>[CH3:1][O:2][C:3]1[C:16]2[C:15]3[NH:14][CH2:13][CH2:12][CH2:11][C:10]=3[C:9](=[O:17])[N:8]([CH2:18][O:19][CH3:20])[C:7]=2[CH:6]=[C:5]([CH2:21][N:22]([CH3:29])[N:23]2[CH2:24][CH2:25][O:26][CH2:27][CH2:28]2)[CH:4]=1 |f:1.2.3|. Reported procedure: The compound (40 mg, 0.10 mmol) prepared in step 3 of Example 96 and potassium carbonate (22 mg, 0.15 mmol) were dissolved in acetonitrile (5 ml), added with iodo methane (0.008 ml, 0.12 mmol). The resulting mixture was heated to reflux temperature and stirred for 18 hours. The reaction mixture was poured into ice water and extracted with chloroform. The organic layer was dried over anhydrous magnesium sulfate and concentrated under reduced pressure. The residue was then purified by flash column... Reactants: COC=1C=C(C=CC1N1C=NC(=C1)C)NC=1SC(=CN1)C(O)C1=CC=CC=C1 ({2-[3-methoxy-4-(4-methyl-imidazol-1-yl)-phenylamino]-thiazol-5-yl}-phenyl-methanol), C(Cl)Cl (methylene chloride), trifluoro acetate. Conditions: time 6 hour. Yields the product C(C1=CC=CC=C1)C1=CN=C(S1)NC1=CC(=C(C=C1)N1C=NC(=C1)C)OC ((5-benzyl-thiazol-2-yl)-[3-methoxy-4-(4-methyl-imidazol-1-yl)-phenyl]-amine). The yield is 97.4%. RXN SMILES: [CH3:1][O:2][C:3]1[CH:4]=[C:5]([NH:15][C:16]2[S:17][C:18]([CH:21]([C:23]3[CH:28]=[CH:27][CH:26]=[CH:25][CH:24]=3)O)=[CH:19][N:20]=2)[CH:6]=[CH:7][C:8]=1[N:9]1[CH:13]=[C:12]([CH3:14])[N:11]=[CH:10]1.C(Cl)Cl>>[CH2:21]([C:18]1[S:17][C:16]([NH:15][C:5]2[CH:6]=[CH:7][C:8]([N:9]3[CH:13]=[C:12]([CH3:14])[N:11]=[CH:10]3)=[C:3]([O:2][CH3:1])[CH:4]=2)=[N:20][CH:19]=1)[C:23]1[CH:24]=[CH:25][CH:26]=[CH:27][CH:28]=1. Procedure details: To a solution of 35 mg (0.09 mmol) {2-[3-methoxy-4-(4-methyl-imidazol-1-yl)-phenylamino]-thiazol-5-yl}-phenyl-methanol in methylene chloride (2 ml) 12 mg (0.1 mmol) triethylsilane was added at room temperature and trifluoro acetate (2 ml) was added. The reaction was stirred at room temperature for 6 hours and the solvent was evaporated under reduced pressure. The residue was suspended in saturated aqueous sodium hydrogen carbonate solution and extracted twice with methylene chloride. The combine... Starting materials: C=O, CC(C)(CN)c1ccsc1. Yields the product C=NCC(C)(C)c1ccsc1. RXN SMILES: [CH2:11]=[O:12].[CH3:1][C:2]([CH2:3][NH2:4])([CH3:5])[c:6]1[cH:7][s:8][cH:9][cH:10]1>>[CH3:1][C:2]([CH2:3][N:4]=[CH2:11])([CH3:5])[c:6]1[cH:7][s:8][cH:9][cH:10]1. The reactants are CC1=C(N=C(N1)C1=CC=CC=C1)CO (5-methyl-2-phenyl-4-imidazolemethanol), [N+](=O)(O)[O-] (HNO3). Run in O (water), [OH-].[Na+] (NaOH). Run at time 16 hour. Product: CC1=C(N=C(N1)C1=CC=CC=C1)C=O (5-Methyl-2-phenyl-4-imidazolecarboxaldehyde). RXN SMILES: [CH3:1][C:2]1[NH:6][C:5]([C:7]2[CH:12]=[CH:11][CH:10]=[CH:9][CH:8]=2)=[N:4][C:3]=1[CH2:13][OH:14].[N+]([O-])(O)=O>O.[OH-].[Na+]>[CH3:1][C:2]1[NH:6][C:5]([C:7]2[CH:12]=[CH:11][CH:10]=[CH:9][CH:8]=2)=[N:4][C:3]=1[CH:13]=[O:14] |f:3.4|. Reported procedure: A 102.1 gm. portion of 5-methyl-2-phenyl-4-imidazolemethanol is dissolved in 765 ml. of concentrated HNO3. The solution is cooled in an ice bath and allowed to stand for 16 hours. The solution is heated on a steam bath for 30 minutes, diluted with 2.3 liters of water and neutralized with 50% NaOH while cooling in an ice bath. The solid is collected, dried, recrystallized from 200 ml. of ethanol and then from 1 liter of 1:2 ethanol:water giving the desired product, m.p. 102°14 115° C. Reactants: Cc1c(C)c2c(c(C)c1OC(=O)OCC1OC1COCc1ccccc1)CCC(C)(CCCC(C)CCCC(C)CCCC(C)C)O2, C, CCO, CC(=O)O, [H][H], [Pd]. The product is Cc1c(C)c2c(c(C)c1OC(=O)OCC1OC1CO)CCC(C)(CCCC(C)CCCC(C)CCCC(C)C)O2. As a reaction SMILES: [C:1]([O:2][CH2:3][CH:4]1[CH:5]([CH2:6][O:7][CH2:8][c:9]2[cH:10][cH:11][cH:12][cH:13][cH:14]2)[O:15]1)([O:16][c:17]1[c:18]([CH3:46])[c:19]2[c:24]([c:25]([CH3:28])[c:26]1[CH3:27])[O:23][C:22]([CH2:29][CH2:30][CH2:31][CH:32]([CH2:33][CH2:34][CH2:35][CH:36]([CH2:37][CH2:38][CH2:39][CH:40]([CH3:41])[CH3:42])[CH3:43])[CH3:44])([CH3:45])[CH2:21][CH2:20]2)=[O:47].[C:53].[CH3:48][CH2:49][OH:50].[CH3:55][C:56](=[O:57])[OH:58].[H:51][H:52].[Pd:54]>>[C:1]([O:2][CH2:3][CH:4]1[CH:5]([CH2:6][OH:7])[O:15]1)([O:16][c:17]1[c:18]([CH3:46])[c:19]2[c:24]([c:25]([CH3:28])[c:26]1[CH3:27])[O:23][C:22]([CH2:29][CH2:30][CH2:31][CH:32]([CH2:33][CH2:34][CH2:35][CH:36]([CH2:37][CH2:38][CH2:39][CH:40]([CH3:41])[CH3:42])[CH3:43])[CH3:44])([CH3:45])[CH2:21][CH2:20]2)=[O:47]. Starting materials: Cl.Cl.C(C)C1C(N(CCN(C)C)S(=O)(=O)C2=CC=C3C(=CN=C(C3=C2)NC(=N)N)Br)(CCC1)C(=O)O (Ethyl N-[(4-Bromo-1-guanidino-7-isoquinolinyl)sulphonyl]-N-[2-(dimethylamino)ethyl]cycloleucine dihydrochloride), [OH-].[Na+] (NaOH), Cl (HCl). Solvent: CCO (EtOH). Reaction conditions: temperature 60 celsius, time 5 hour. Product: Cl.Cl.BrC1=CN=C(C2=CC(=CC=C12)S(=O)(=O)N(C1(CCCC1)C(=O)O)CCN(C)C)NC(=N)N (N-({4-bromo-1-guanidino-7-isoquinolinyl}sulphonyl)-N-[2-(dimethylamino)ethyl]cycloleucine dihydrochloride). The yield is 31.8%. As a reaction SMILES: [ClH:1].Cl.C([CH:5]1[CH2:33][CH2:32][CH2:31][C:6]1([C:34]([OH:36])=[O:35])[N:7]([S:13]([C:16]1[CH:25]=[C:24]2[C:19]([C:20]([Br:30])=[CH:21][N:22]=[C:23]2[NH:26][C:27]([NH2:29])=[NH:28])=[CH:18][CH:17]=1)(=[O:15])=[O:14])[CH2:8][CH2:9][N:10]([CH3:12])[CH3:11])C.[OH-].[Na+].Cl>CCO>[ClH:1].[ClH:1].[Br:30][C:20]1[C:19]2[C:24](=[CH:25][C:16]([S:13]([N:7]([CH2:8][CH2:9][N:10]([CH3:12])[CH3:11])[C:6]3([C:34]([OH:36])=[O:35])[CH2:31][CH2:32][CH2:33][CH2:5]3)(=[O:14])=[O:15])=[CH:17][CH:18]=2)[C:23]([NH:26][C:27]([NH2:29])=[NH:28])=[N:22][CH:21]=1 |f:0.1.2,3.4,7.8.9|. Procedure: Ethyl N-[(4-Bromo-1-guanidino-7-isoquinolinyl)sulphonyl]-N-[2-(dimethylamino)ethyl]cycloleucine dihydrochloride (95 mg, 0.17 mmol) in EtOH (3 ml) was treated with NaOH (4N, 8 ml) and the solution stirred at 60° C. for 5 h and allowed to stand for 60 h at room temperature. The reaction mixture was acidified using 2N HCl, concentrated in vacuo and the residue azeotroped with i-PrOH to give an off-white solid. This was extracted into MeOH, the solution evaporated in vacuo and the residue purified b... The reactants are ClCCCOC=1C=C2C=CC(NC2=CC1)=O (6-(3-chloropropoxy)carbostyril), [I-].[Na+] (sodium iodide), C1(C=2C(C(N1)=O)=CC=CC2)=O.[K] (potassium phthalimide). Solvent: CN(C=O)C (dimethylformamide). Conditions: temperature 60 celsius, time 1 hour. Product: C1(C=2C(C(N1CCCOC=1C=C3C=CC(NC3=CC1)=O)=O)=CC=CC2)=O (6-(3-phthalimidopropoxy)carbostyril). Isolated yield 89.1%. As a reaction SMILES: Cl[CH2:2][CH2:3][CH2:4][O:5][C:6]1[CH:7]=[C:8]2[C:13](=[CH:14][CH:15]=1)[NH:12][C:11](=[O:16])[CH:10]=[CH:9]2.[I-].[Na+].[C:19]1(=[O:29])[NH:23][C:22](=[O:24])[C:21]2=[CH:25][CH:26]=[CH:27][CH:28]=[C:20]12.[K]>CN(C)C=O>[C:19]1(=[O:29])[N:23]([CH2:2][CH2:3][CH2:4][O:5][C:6]2[CH:7]=[C:8]3[C:13](=[CH:14][CH:15]=2)[NH:12][C:11](=[O:16])[CH:10]=[CH:9]3)[C:22](=[O:24])[C:21]2=[CH:25][CH:26]=[CH:27][CH:28]=[C:20]12 |f:1.2,3.4,^1:29|. Reported procedure: A suspension of 6-(3-chloropropoxy)carbostyril (170 g) and sodium iodide (129.5 g) in dimethylformamide (1.7 liter) is heated with stirring at 60° C. for one hour. To the mixture is added potassium phthalimide (159 g), and the mixture is heated with stirring at 70° C. for 6 hours. After the mixture is allowed to cool, the precipitated crystals are collected by filtration, and washed with water. The mixture is further washed successively with ethanol and diethyl ether, and dried to give 6-(3-phth...